From a dataset of the Open Reaction Database (ORD), a public repository of structured organic reaction records. describe an organic reaction: reactants, conditions, products, and yield Reactants: CCOC(=O)Cn1ncc(NC2CC3CC(C2C)C3(C)C)c(Br)c1=O, C1COCCO1, CCOC(C)=O, [Na+], [OH-]. The product is CC1C(Nc2cnn(CC(=O)O)c(=O)c2Br)CC2CC1C2(C)C. RXN SMILES: [Br:1][c:2]1[c:3]([NH:15][CH:16]2[CH:17]([CH3:25])[CH:18]3[C:19]([CH3:23])([CH3:24])[CH:20]([CH2:21]2)[CH2:22]3)[cH:4][n:5][n:6]([CH2:9][C:10](=[O:11])[O:12][CH2:13][CH3:14])[c:7]1=[O:8].[CH2:34]1[O:35][CH2:36][CH2:37][O:38][CH2:39]1.[CH3:28][CH2:29][O:30][C:31](=[O:32])[CH3:33].[Na+:27].[OH-:26]>>[Br:1][c:2]1[c:3]([NH:15][CH:16]2[CH:17]([CH3:25])[CH:18]3[C:19]([CH3:23])([CH3:24])[CH:20]([CH2:21]2)[CH2:22]3)[cH:4][n:5][n:6]([CH2:9][C:10](=[O:11])[OH:12])[c:7]1=[O:8]. The reactants are C(C1=CC=CC=C1)OC(=O)N1CC(CC1)CN (3-aminomethyl-pyrrolidine-1-carboxylic acid benzyl ester), ClC1=C2N=CNC2=NC=N1 (6-chloro-9H-purine). Yields the product C(C1=CC=CC=C1)OC(=O)N1CC(CC1)CNC1=C2N=CNC2=NC=N1 (3-[(9H-Purin-6-ylamino)-methyl]-pyrrolidine-1-carboxylic acid benzyl ester). Reaction SMILES: [CH2:1]([O:8][C:9]([N:11]1[CH2:15][CH2:14][CH:13]([CH2:16][NH2:17])[CH2:12]1)=[O:10])[C:2]1[CH:7]=[CH:6][CH:5]=[CH:4][CH:3]=1.Cl[C:19]1[N:27]=[CH:26][N:25]=[C:24]2[C:20]=1[N:21]=[CH:22][NH:23]2>>[CH2:1]([O:8][C:9]([N:11]1[CH2:15][CH2:14][CH:13]([CH2:16][NH:17][C:19]2[N:27]=[CH:26][N:25]=[C:24]3[C:20]=2[N:21]=[CH:22][NH:23]3)[CH2:12]1)=[O:10])[C:2]1[CH:7]=[CH:6][CH:5]=[CH:4][CH:3]=1. Procedure details: EXAMPLE 102 was prepared from 3-aminomethyl-pyrrolidine-1-carboxylic acid benzyl ester (EXAMPLE 79, Step 3) and 6-chloro-9H-purine: The reactants are C(C)(=O)O (acetic acid), FC=1C=C(C=CC1)NN=C1C=C(CCC1)O (3-(3-fluorophenylhydrazono)-1-cyclohexen-1-ol), fused zinc chloride. Run in O (water). Yields the product FC1=CC=C2C=3C(CCCC3NC2=C1)=O (7-Fluoro-1,2,3,9-tetrahydro-4H-carbazol-4-one). As a reaction SMILES: [C:1]([OH:4])(=O)[CH3:2].[F:5][C:6]1[CH:7]=[C:8]([NH:12]N=C2CCCC(O)=C2)[CH:9]=[CH:10][CH:11]=1>O>[F:5][C:6]1[CH:7]=[C:8]2[C:9]([C:11]3[C:1](=[O:4])[CH2:2][CH2:8][CH2:7][C:6]=3[NH:12]2)=[CH:10][CH:11]=1. Reported procedure: A mixture of glacial acetic acid (25 ml), 3-(3-fluorophenylhydrazono)-1-cyclohexen-1-ol (1.1 g) and fused zinc chloride (1.0 g) was heated at 100° for 20 h. The cooled reaction mixture was poured into water (35 ml) and extracted with dichloromethane (2×30 ml). The combined, dried organic extracts were evaporated to give an oil which was purified by SPCC eluting with ethyl acetate:hexane (3:2) to give the title compound (0.15 g) as a powder, m.p. 231°-233°. The reactants are CC(C)(C)OC(=O)NC(CC(=O)O)Cc1cc(F)ccc1F, FC(F)(F)c1nnc2n1CCNC2. Yields the product CC(C)(C)OC(=O)NC(CC(=O)N1CCn2c(nnc2C(F)(F)F)C1)Cc1cc(F)ccc1F. RXN SMILES: [CH3:1][C:2]([CH3:3])([O:4][C:5](=[O:6])[NH:7][CH:8]([CH2:9][C:10](=[O:11])[OH:12])[CH2:13][c:14]1[c:15]([F:21])[cH:16][cH:17][c:18]([F:20])[cH:19]1)[CH3:22].[F:23][C:24]([c:25]1[n:26][n:27][c:28]2[n:29]1[CH2:30][CH2:31][NH:32][CH2:33]2)([F:34])[F:35]>>[CH3:1][C:2]([CH3:3])([O:4][C:5](=[O:6])[NH:7][CH:8]([CH2:9][C:10](=[O:12])[N:32]1[CH2:31][CH2:30][n:29]2[c:25]([C:24]([F:23])([F:34])[F:35])[n:26][n:27][c:28]2[CH2:33]1)[CH2:13][c:14]1[c:15]([F:21])[cH:16][cH:17][c:18]([F:20])[cH:19]1)[CH3:22].